From a dataset of the Open Reaction Database (ORD), a public repository of structured organic reaction records. describe an organic reaction: reactants, conditions, products, and yield Reported procedure: Starting materials: 4-hydroxy-6-(pent-3-en-1-yl)-2-[2-{3-(pyrid-2-yl)isoxazol-5-yl}pyrrolidin-1-yl]pyrimidine (Method 35) and 3-amino-5-methyl-1H-pyrazole. The reactants are OC1=NC(=NC(=C1)CCC=CC)N1C(CCC1)C1=CC(=NO1)C1=NC=CC=C1 (4-hydroxy-6-(pent-3-en-1-yl)-2-[2-{3-(pyrid-2-yl)isoxazol-5-yl}pyrrolidin-1-yl]pyrimidine), NC1=NNC(=C1)C (3-amino-5-methyl-1H-pyrazole). Yields the product CC1=CC(=NN1)NC1=NC(=NC(=C1)CCC=CC)N1C(CCC1)C1=CC(=NO1)C1=NC=CC=C1 (4-(5-Methyl-1H-pyrazol-3-ylamino)-6-(pent-3-en-1-yl)-2-[2-{3-(pyrid-2-yl)isoxazol-5-yl}pyrrolidin-1-yl]pyrimidine). Reaction SMILES: O[C:2]1[CH:7]=[C:6]([CH2:8][CH2:9][CH:10]=[CH:11][CH3:12])[N:5]=[C:4]([N:13]2[CH2:17][CH2:16][CH2:15][CH:14]2[C:18]2[O:22][N:21]=[C:20]([C:23]3[CH:28]=[CH:27][CH:26]=[CH:25][N:24]=3)[CH:19]=2)[N:3]=1.[NH2:29][C:30]1[CH:34]=[C:33]([CH3:35])[NH:32][N:31]=1>>[CH3:35][C:33]1[NH:32][N:31]=[C:30]([NH:29][C:2]2[CH:7]=[C:6]([CH2:8][CH2:9][CH:10]=[CH:11][CH3:12])[N:5]=[C:4]([N:13]3[CH2:17][CH2:16][CH2:15][CH:14]3[C:18]3[O:22][N:21]=[C:20]([C:23]4[CH:28]=[CH:27][CH:26]=[CH:25][N:24]=4)[CH:19]=3)[N:3]=2)[CH:34]=1. The reactants are FCC(CO)(C)CF (2,2-di-(fluoromethyl)propanol), C(C1=CC=CC=C1)O[C@H]([C@H](CC1=CC(=CC(=C1)F)F)N(CC1=CC=CC=C1)CC1=CC=CC=C1)[C@H]1COC([C@@H](N1)C)O ((3S,5R)-5-[(1S,2S)-1-benzyloxy-2-dibenzylamino-3-(3,5-difluorophenyl)-propyl]-3-methylmorpholin-2-ol). Yields the product C(C1=CC=CC=C1)N([C@H]([C@H]([C@@H]1N[C@H]([C@@H](OC1)OCC(C)(CF)CF)C)OCC1=CC=CC=C1)CC1=CC(=CC(=C1)F)F)CC1=CC=CC=C1 (Dibenzyl-{(1S,2S)-2-benzyloxy-1-(3,5-difluorobenzyl)-2-[(3R,5S,6R)-6-(2,2-di-(fluoromethyl)propoxy)-5-methylmorpholin-3-yl]-ethyl}-amine). The yield is 42.1%. Reaction SMILES: [F:1][CH2:2][C:3]([CH2:7][F:8])([CH3:6])[CH2:4][OH:5].[CH2:9]([O:16][C@@H:17]([C@@H:43]1[NH:48][C@@H:47]([CH3:49])[CH:46](O)[O:45][CH2:44]1)[C@@H:18]([N:28]([CH2:36][C:37]1[CH:42]=[CH:41][CH:40]=[CH:39][CH:38]=1)[CH2:29][C:30]1[CH:35]=[CH:34][CH:33]=[CH:32][CH:31]=1)[CH2:19][C:20]1[CH:25]=[C:24]([F:26])[CH:23]=[C:22]([F:27])[CH:21]=1)[C:10]1[CH:15]=[CH:14][CH:13]=[CH:12][CH:11]=1>>[CH2:36]([N:28]([CH2:29][C:30]1[CH:35]=[CH:34][CH:33]=[CH:32][CH:31]=1)[C@@H:18]([CH2:19][C:20]1[CH:25]=[C:24]([F:26])[CH:23]=[C:22]([F:27])[CH:21]=1)[C@@H:17]([O:16][CH2:9][C:10]1[CH:15]=[CH:14][CH:13]=[CH:12][CH:11]=1)[C@H:43]1[CH2:44][O:45][C@@H:46]([O:5][CH2:4][C:3]([CH2:7][F:8])([CH2:2][F:1])[CH3:6])[C@H:47]([CH3:49])[NH:48]1)[C:37]1[CH:42]=[CH:41][CH:40]=[CH:39][CH:38]=1. Procedure: React 2,2-di-(fluoromethyl)propanol (2.172 g, 17.5 mmol) with (3S,5R)-5-[(1S,2S)-1-benzyloxy-2-dibenzylamino-3-(3,5-difluorophenyl)-propyl]-3-methylmorpholin-2-ol (2.004 g, 3.5 mmol) essentially as described in Preparation 307 to provide 1.0 g of the desired compound. Reactants: C1(CCCCC1)N[C@H]1[C@@H]2[C@]3(CC[C@H](C[C@@H]3CC[C@H]2[C@@H]2CC[C@@H]([C@@]2(C)C1)C(=O)OC)O)C (Methyl 11α-cyclohexylamino-3α-hydroxy-5α-androstane-17β-carboxylate), CC=1C=CC(=CC1)S(=O)(=O)O (PTSA), C(C)O (ethanol), CC(=O)OCC1=C2C=CC=CC2=C(C3=CC=CC=C31)COC(=O)C (acetic). The solvent is C(Cl)(Cl)Cl (chloroform), C(C)(=O)OCC (ethyl acetate). Run at time 20 minute. Product: C(C)(=O)O[C@H]1C[C@@H]2CC[C@H]3[C@@H]4CC[C@@H]([C@@]4(C)C[C@H]([C@@H]3[C@]2(C[C@@H]1OC)C)NC1CCCCC1)C(=O)OC (Methyl 3α-acetoxy-11α-cyclohexylamino-2β-methoxy-5α-androstane-17β-carboxylate). RXN SMILES: [CH:1]1([NH:7][C@@H:8]2[CH2:25][C@@:23]3([CH3:24])[C@@H:19]([CH2:20][CH2:21][C@@H:22]3[C:26]([O:28][CH3:29])=[O:27])[C@H:18]3[C@H:9]2[C@:10]2([CH3:31])[C@@H:15]([CH2:16][CH2:17]3)[CH2:14][C@H:13]([OH:30])[CH2:12][CH2:11]2)[CH2:6][CH2:5][CH2:4][CH2:3][CH2:2]1.CC1C=CC(S(O)(=O)=O)=CC=1.[CH3:43][C:44](OCC1C2C(=CC=CC=2)C(COC(C)=O)=C2C=1C=CC=C2)=[O:45].[CH2:67]([OH:69])C>C(Cl)(Cl)Cl.C(OCC)(=O)C>[C:44]([O:30][C@@H:13]1[C@@H:12]([O:69][CH3:67])[CH2:11][C@@:10]2([CH3:31])[C@@H:15]([CH2:16][CH2:17][C@@H:18]3[C@@H:9]2[C@H:8]([NH:7][CH:1]2[CH2:2][CH2:3][CH2:4][CH2:5][CH2:6]2)[CH2:25][C@@:23]2([CH3:24])[C@H:19]3[CH2:20][CH2:21][C@@H:22]2[C:26]([O:28][CH3:29])=[O:27])[CH2:14]1)(=[O:45])[CH3:43]. Procedure: Methyl 11α-cyclohexylamino-3α-hydroxy-5α-androstane-17β-carboxylate (740 mg) in chloroform (8 ml) containing dry PTSA (640 mg) was stirred for 20 min then treated with acetic anhyride (1.9 ml) and left for 20 h. The reaction mixture was diluted with ethanol and evaporated to give an oil. This was dissolved in ethyl acetate, washed with dilute ammonia solution (2×) and water (1×), dried and evaporated to give a foam. This was purified by preparative t.l.c. in chloroform/methanol (9:1) to give a f... The reactants are C1CCOC1, Cc1cccc(C)c1Nc1nn(CCC2CO2)c2nc(Nc3ccccc3)ncc12, ClCCl. Product: Cc1cccc(C)c1Nc1nn(CCC(C)O)c2nc(Nc3ccccc3)ncc12. As a reaction SMILES: [CH2:31]1[O:32][CH2:33][CH2:34][CH2:35]1.[CH3:1][c:2]1[c:3]([NH:9][c:10]2[n:11][n:12]([CH2:26][CH2:27][CH:28]3[O:29][CH2:30]3)[c:13]3[n:14][c:15]([NH:19][c:20]4[cH:21][cH:22][cH:23][cH:24][cH:25]4)[n:16][cH:17][c:18]23)[c:4]([CH3:8])[cH:5][cH:6][cH:7]1.[Cl:36][CH2:37][Cl:38]>>[CH3:1][c:2]1[c:3]([NH:9][c:10]2[n:11][n:12]([CH2:26][CH2:27][CH:28]([OH:29])[CH3:30])[c:13]3[n:14][c:15]([NH:19][c:20]4[cH:21][cH:22][cH:23][cH:24][cH:25]4)[n:16][cH:17][c:18]23)[c:4]([CH3:8])[cH:5][cH:6][cH:7]1. Starting materials: Cc1ccccc1, Oc1cccc(C(O)c2cccc(O)c2)c1, c1nc[nH]n1. The product is Oc1cccc(C(c2cccc(O)c2)n2cncn2)c1. As a reaction SMILES: [CH3:22][c:23]1[cH:24][cH:25][cH:26][cH:27][cH:28]1.[OH:1][c:2]1[cH:3][c:4]([CH:8]([OH:9])[c:10]2[cH:11][c:12]([OH:16])[cH:13][cH:14][cH:15]2)[cH:5][cH:6][cH:7]1.[nH:17]1[n:18][cH:19][n:20][cH:21]1>>[OH:1][c:2]1[cH:3][c:4]([CH:8]([c:10]2[cH:11][c:12]([OH:16])[cH:13][cH:14][cH:15]2)[n:17]2[n:18][cH:19][n:20][cH:21]2)[cH:5][cH:6][cH:7]1. The reactants are TEA, BrC1=CC=C(C=C1)O (4-bromophenol), FC1=C(C(=CC=C1)F)B(O)O (2,6-difluorophenylboronic acid), cupric acetate, O=O (oxygen). Solvent: C(Cl)Cl (DCM). The product is BrC1=CC=C(OC2=C(C=CC=C2F)F)C=C1 (2-(4-Bromophenoxy)-1,3-difluorobenzene). Reaction SMILES: [Br:1][C:2]1[CH:7]=[CH:6][C:5]([OH:8])=[CH:4][CH:3]=1.[F:9][C:10]1[CH:15]=[CH:14][CH:13]=[C:12]([F:16])[C:11]=1B(O)O.O=O>C(Cl)Cl>[Br:1][C:2]1[CH:7]=[CH:6][C:5]([O:8][C:11]2[C:10]([F:9])=[CH:15][CH:14]=[CH:13][C:12]=2[F:16])=[CH:4][CH:3]=1. Reported procedure: Into a 100 mL round bottom flask was added 4-bromophenol (2.19 g, 12.7 mmol), 2,6-difluorophenylboronic acid (1.00 g, 6.33 mmol), cupric acetate (1.4 g, 7.70 mmol) and DCM (50 mL). TEA (4.0 mL, 29.0 mmol) was then added followed by 4 A° molecular sieves and the reaction mixture was stirred at rt for 48 h with an air balloon to supply oxygen. Purification by flash column chromatography using 5% EtOAc in hexanes afforded the title compound as a colorless oil. Reactants: O1N=C(CC12CCCCC2)C=O (1-oxa-2-aza-spiro[4.5]dec-2-ene-3-carbaldehyde), CC=1C(=C(C=C(C1)C1=C(C=CC=C1)C(F)(F)F)N)N (5-methyl-2′-trifluoromethyl-biphenyl-3,4-diamine), O1N=C(CC12CCCCC2)C=O (1-Oxa-2-aza-spiro[4.5]dec-2-ene-3-carbaldehyde), OS(=O)[O-].[Na+] (NaHSO3), CC=1C(=C(C=C(C1)C1=C(C=CC=C1)C(F)(F)F)N)N (5-Methyl-2′-trifluoromethyl-biphenyl-3,4-diamine), O1N=C(CC12CCCCC2)C=O (1-oxa-2-aza-spiro[4.5]dec-2-ene-3-carbaldehyde). Run in CCO (EtOH). Reaction conditions: time 2 hour. Yields the product CC1=CC(=CC2=C1NC(=N2)C2=NOC1(C2)CCCCC1)C1=C(C=CC=C1)C(F)(F)F (3-[7-Methyl-5-(2-trifluoromethylphenyl)-1H-benzimidazol-2-yl]-1-oxa-2-aza-spiro[4.5]dec-2-ene). Isolated yield 41.0%. As a reaction SMILES: [O:1]1[C:5]2([CH2:10][CH2:9][CH2:8][CH2:7][CH2:6]2)[CH2:4][C:3]([CH:11]=O)=[N:2]1.OS([O-])=O.[Na+].[CH3:18][C:19]1[C:20]([NH2:36])=[C:21]([NH2:35])[CH:22]=[C:23]([C:25]2[CH:30]=[CH:29][CH:28]=[CH:27][C:26]=2[C:31]([F:34])([F:33])[F:32])[CH:24]=1>CCO>[CH3:18][C:19]1[C:20]2[NH:36][C:11]([C:3]3[CH2:4][C:5]4([CH2:10][CH2:9][CH2:8][CH2:7][CH2:6]4)[O:1][N:2]=3)=[N:35][C:21]=2[CH:22]=[C:23]([C:25]2[CH:30]=[CH:29][CH:28]=[CH:27][C:26]=2[C:31]([F:32])([F:33])[F:34])[CH:24]=1 |f:1.2|. Procedure details: 1-Oxa-2-aza-spiro[4.5]dec-2-ene-3-carbaldehyde (135 mg, 0.807 mmol, as prepared in Example 19, step B) was placed in a 4 mL vial equipped with a magnetic stir bar. 40% Aqueous NaHSO3 (0.8 mL) was added via syringe, and the mixture stirred at rt for 2 h. 5-Methyl-2′-trifluoromethyl-biphenyl-3,4-diamine (246 mg, 0.923 mmol, as prepared in the previous step) was placed in an 8 mL vial equipped with a magnetic stir bar. EtOH (2 mL) was added. The 1-oxa-2-aza-spiro[4.5]dec-2-ene-3-carbaldehyde soluti... Product: CC(C)(C)OC(=O)N(C(=O)OC(C)(C)C)C(CCCO)C(=O)N1CCSC1. The reactants are [BH4-], CC(C)(C)OC(=O)N(C(=O)OC(C)(C)C)C(CCC(=O)O)C(=O)N1CCSC1, CN1CCOCC1, CCOC(C)=O, CC(C)COC(=O)Cl, [Na+], C1CCOC1, O. RXN SMILES: [BH4-:44].[C:1]([CH3:2])([CH3:3])([CH3:4])[O:5][C:6](=[O:7])[N:8]([CH:9]([CH2:10][CH2:11][C:12]([OH:13])=[O:14])[C:15](=[O:16])[N:17]1[CH2:18][S:19][CH2:20][CH2:21]1)[C:22](=[O:23])[O:24][C:25]([CH3:26])([CH3:27])[CH3:28].[CH3:29][N:30]1[CH2:31][CH2:32][O:33][CH2:34][CH2:35]1.[CH3:52][CH2:53][O:54][C:55](=[O:56])[CH3:57].[Cl:36][C:37]([O:38][CH2:39][CH:40]([CH3:41])[CH3:42])=[O:43].[Na+:45].[O:46]1[CH2:47][CH2:48][CH2:49][CH2:50]1.[OH2:51]>>[C:1]([CH3:2])([CH3:3])([CH3:4])[O:5][C:6](=[O:7])[N:8]([CH:9]([CH2:10][CH2:11][CH2:12][OH:13])[C:15](=[O:16])[N:17]1[CH2:18][S:19][CH2:20][CH2:21]1)[C:22](=[O:23])[O:24][C:25]([CH3:26])([CH3:27])[CH3:28].